Dataset: the Open Reaction Database (ORD), a public repository of structured organic reaction records. Task: describe an organic reaction: reactants, conditions, products, and yield Reactants: CC(C)(C)[O-], CS(C)=O, Cl, Nc1ccc(OC(F)(F)F)cc1, Cc1cccc([N+](=O)[O-])c1F, [K+]. The product is Cc1cccc([N+](=O)[O-])c1Nc1ccc(OC(F)(F)F)cc1. As a reaction SMILES: [C:25]([O-:26])([CH3:27])([CH3:28])[CH3:29].[CH3:31][S:32]([CH3:33])=[O:34].[ClH:1].[F:13][C:14]([O:15][c:16]1[cH:17][cH:18][c:19]([NH2:20])[cH:21][cH:22]1)([F:23])[F:24].[F:2][c:3]1[c:4]([N+:10](=[O:11])[O-:12])[cH:5][cH:6][cH:7][c:8]1[CH3:9].[K+:30]>>[c:3]1([NH:20][c:19]2[cH:18][cH:17][c:16]([O:15][C:14]([F:13])([F:23])[F:24])[cH:22][cH:21]2)[c:4]([N+:10](=[O:11])[O-:12])[cH:5][cH:6][cH:7][c:8]1[CH3:9].